This data is from the Open Reaction Database (ORD), a public repository of structured organic reaction records. The task is: describe an organic reaction: reactants, conditions, products, and yield Starting materials: BrCCc1ccccc1, CC(=O)CC(=O)OC(C)(C)C, CCO, [Na]. The product is CC(=O)C(CCc1ccccc1)C(=O)OC(C)(C)C. Reaction SMILES: [Br:13][CH2:14][CH2:15][c:16]1[cH:17][cH:18][cH:19][cH:20][cH:21]1.[C:2]([CH2:3][C:4](=[O:5])[CH3:6])(=[O:7])[O:8][C:9]([CH3:10])([CH3:11])[CH3:12].[CH3:22][CH2:23][OH:24].[Na:1]>>[C:2]([CH:3]([C:4](=[O:5])[CH3:6])[CH2:14][CH2:15][c:16]1[cH:17][cH:18][cH:19][cH:20][cH:21]1)(=[O:7])[O:8][C:9]([CH3:10])([CH3:11])[CH3:12]. The reactants are OC1=CC(OC(C1)(CCC1=CC=C(C=C1)O)CCC1=CC=C(C=C1)O)=O (4-hydroxy-6,6-bis-[2-(4-hydroxy-phenyl)-ethyl]-5,6-dihydro-pyran-2-one), C(C)(C)(C)C1=C(C=C(C(=C1)OS(NCC)(=O)=O)C)SS(=O)(=O)C1=CC=C(C=C1)C (toluene-4-thiosulfonic acid S-(2-tert-butyl-4-ethylsulfamoyloxy-5-methyl-phenyl) ester), C(=O)([O-])[O-].[K+].[K+] (K2CO3), CN(C)C=O (DMF). Solvent: CCOC(=O)C (EtOAc), C(Cl)(Cl)Cl (CHCl3), CO (MeOH). Run at time 2 hour. Yields the product C(C)(C)(C)C=1C(=CC(=C(C1)OS(NCC)(=O)=O)C)SC=1C(OC(CC1O)(CCC1=CC=C(C=C1)O)CCC1=CC=C(C=C1)O)=O (Ethyl-sulfamic acid 5-tert-butyl-4-{4-hydroxy-6,6-bis-[2-(4-hydroxy-phenyl)-ethyl]-2-oxo-5,6-dihydro-2H-pyran-3-ylsulfanyl}-2-methyl-phenyl ester). As a reaction SMILES: [OH:1][C:2]1[CH2:7][C:6]([CH2:17][CH2:18][C:19]2[CH:24]=[CH:23][C:22]([OH:25])=[CH:21][CH:20]=2)([CH2:8][CH2:9][C:10]2[CH:15]=[CH:14][C:13]([OH:16])=[CH:12][CH:11]=2)[O:5][C:4](=[O:26])[CH:3]=1.[C:27]([C:31]1[CH:36]=[C:35]([O:37][S:38](=[O:43])(=[O:42])[NH:39][CH2:40][CH3:41])[C:34]([CH3:44])=[CH:33][C:32]=1[S:45]S(C1C=CC(C)=CC=1)(=O)=O)([CH3:30])([CH3:29])[CH3:28].C([O-])([O-])=O.[K+].[K+].CN(C=O)C>CCOC(C)=O.CO.C(Cl)(Cl)Cl>[C:27]([C:31]1[C:32]([S:45][C:3]2[C:4](=[O:26])[O:5][C:6]([CH2:17][CH2:18][C:19]3[CH:20]=[CH:21][C:22]([OH:25])=[CH:23][CH:24]=3)([CH2:8][CH2:9][C:10]3[CH:11]=[CH:12][C:13]([OH:16])=[CH:14][CH:15]=3)[CH2:7][C:2]=2[OH:1])=[CH:33][C:34]([CH3:44])=[C:35]([O:37][S:38](=[O:42])(=[O:43])[NH:39][CH2:40][CH3:41])[CH:36]=1)([CH3:30])([CH3:28])[CH3:29] |f:2.3.4|. Procedure details: To a round bottom flask equipped with a magnetic stirrer were added 4-hydroxy-6,6-bis-[2-(4-hydroxy-phenyl)-ethyl]-5,6-dihydro-pyran-2-one (prepared in Example PP; 0.100 g, 0.280 mmol), toluene-4-thiosulfonic acid S-(2-tert-butyl-4-ethylsulfamoyloxy-5-methyl-phenyl) ester (prepared in Example VVV; 0.128 g, 0.280 mmol), K2CO3 (0.154 g, 1.12 mmol), and DMF (8 mL), as described in General Method 9. The reaction was stirred at room temperature for 2 hours and then worked up in the usual manner. The ...